This data is from the Open Reaction Database (ORD), a public repository of structured organic reaction records. The task is: describe an organic reaction: reactants, conditions, products, and yield Starting materials: CCOC(C)(NCCCCCCOCCCCc1ccccc1)OCC, O=C(OCc1ccccc1)ON1C(=O)CCC1=O, CC(C)=O. The product is CCOC(C)(OCC)N(CCCCCCOCCCCc1ccccc1)C(=O)OCc1ccccc1. Reaction SMILES: [CH2:1]([CH3:2])[O:3][C:4]([CH3:5])([NH:6][CH2:7][CH2:8][CH2:9][CH2:10][CH2:11][CH2:12][O:13][CH2:14][CH2:15][CH2:16][CH2:17][c:18]1[cH:19][cH:20][cH:21][cH:22][cH:23]1)[O:24][CH2:25][CH3:26].[CH2:27]([c:28]1[cH:29][cH:30][cH:31][cH:32][cH:33]1)[O:34][C:35](=[O:36])[O:37][N:38]1[C:39](=[O:40])[CH2:41][CH2:42][C:43]1=[O:44].[CH3:45][C:46](=[O:47])[CH3:48]>>[CH2:1]([CH3:2])[O:3][C:4]([CH3:5])([N:6]([CH2:7][CH2:8][CH2:9][CH2:10][CH2:11][CH2:12][O:13][CH2:14][CH2:15][CH2:16][CH2:17][c:18]1[cH:19][cH:20][cH:21][cH:22][cH:23]1)[C:35]([O:34][CH2:27][c:28]1[cH:29][cH:30][cH:31][cH:32][cH:33]1)=[O:36])[O:24][CH2:25][CH3:26].